This data is from the Open Reaction Database (ORD), a public repository of structured organic reaction records. The task is: describe an organic reaction: reactants, conditions, products, and yield Run at time 2.8 hour. Reaction SMILES: C([NH:3][C@@H:4]1[C:35](=[O:36])[N:6]2[C:7]([C:19]([O:21][CH:22]([C:29]3[CH:34]=[CH:33][CH:32]=[CH:31][CH:30]=3)[C:23]3[CH:28]=[CH:27][CH:26]=[CH:25][CH:24]=3)=[O:20])=[C:8]([S:11][CH2:12][C:13]3[CH:18]=[CH:17][N:16]=[CH:15][CH:14]=3)[CH2:9][S:10][C@H:5]12)=O.Cl.C(OCC)(=O)C.[OH-].[Na+]>CO>[NH2:3][C@@H:4]1[C:35](=[O:36])[N:6]2[C:7]([C:19]([O:21][CH:22]([C:23]3[CH:24]=[CH:25][CH:26]=[CH:27][CH:28]=3)[C:29]3[CH:34]=[CH:33][CH:32]=[CH:31][CH:30]=3)=[O:20])=[C:8]([S:11][CH2:12][C:13]3[CH:14]=[CH:15][N:16]=[CH:17][CH:18]=3)[CH2:9][S:10][C@H:5]12 |f:3.4|. Yields the product N[C@H]1[C@@H]2N(C(=C(CS2)SCC2=CC=NC=C2)C(=O)OC(C2=CC=CC=C2)C2=CC=CC=C2)C1=O (diphenylmethyl 7β-amino-3-[(4-pyridyl)methylthio]-3-cephem-4-carboxylate). Procedure: To a solution of diphenylmethyl 7β-formamido-3-[(4-pyridyl)methylthio]-3-cephem-4-carboxylate (13.70 g, 26.5 m mol) in methanol (65 ml) was added dropwise conc. HCl (11.0 ml) at room temperature and the mixture was stirred at the same temperature for 2.8 hours. The mixture was poured into a mixture of ethyl acetate and ice water and adjusted to pH 7 by addition of 5N NaOH aq. The separated organic layer was washed with water and brine, dried over magnesium sulfate and evaporated in vacuo. The re... Starting materials: [OH-].[Na+] (NaOH), C(=O)N[C@H]1[C@@H]2N(C(=C(CS2)SCC2=CC=NC=C2)C(=O)OC(C2=CC=CC=C2)C2=CC=CC=C2)C1=O (diphenylmethyl 7β-formamido-3-[(4-pyridyl)methylthio]-3-cephem-4-carboxylate), Cl (HCl), C(C)(=O)OCC (ethyl acetate), ice water. The solvent is CO (methanol). The yield is 39.8%. Yields the product [Si](C1=CC=CC=C1)(C1=CC=CC=C1)(C(C)(C)C)OC1CN(C1)C=1OC=C(N1)C(=O)OC (3-t-butyldiphenylsilyloxy-1-(4-methoxycarbonyl-1,3-oxazol-2-yl)azetidine). The yield is 84.6%. Reaction conditions: time 8 hour. RXN SMILES: [OH:1][CH:2]1[CH2:5][N:4]([C:6]2[O:7][CH:8]=[C:9]([C:11]([O:13][CH3:14])=[O:12])[N:10]=2)[CH2:3]1.[C:15]([SiH:19]([C:26]1[CH:31]=[CH:30][CH:29]=[CH:28][CH:27]=1)[C:20]1[CH:25]=[CH:24][CH:23]=[CH:22][CH:21]=1)([CH3:18])([CH3:17])[CH3:16].N1C=CN=C1.CO>CN(C)C=O>[Si:19]([O:1][CH:2]1[CH2:5][N:4]([C:6]2[O:7][CH:8]=[C:9]([C:11]([O:13][CH3:14])=[O:12])[N:10]=2)[CH2:3]1)([C:15]([CH3:18])([CH3:17])[CH3:16])([C:26]1[CH:27]=[CH:28][CH:29]=[CH:30][CH:31]=1)[C:20]1[CH:25]=[CH:24][CH:23]=[CH:22][CH:21]=1. The reactants are OC1CN(C1)C=1OC=C(N1)C(=O)OC (3-hydroxy-1-(4-methoxycarbonyl-1,3-oxazol-2-yl)azetidine), CO (methanol), C(C)(C)(C)[SiH](C1=CC=CC=C1)C1=CC=CC=C1 (t-butyldiphenylsilane), N1C=NC=C1 (imidazole). Run in CN(C=O)C (dimethylformamide). Procedure: To a solution of 3-hydroxy-1-(4-methoxycarbonyl-1,3-oxazol-2-yl)azetidine (2.64 g, 13.4 mmol) (obtained as described in Reference Example 70(7)) in dimethylformamide (80 ml) were added t-butyldiphenylsilane (6.97 ml, 26.8 mmol) and imidazole (1.82 g, 26.8 mmol) in an ice bath and the mixture was stirred in an ice bath overnight. After checking the completion of the reaction, methanol was added to the reaction mixture and the mixture was stirred for 30 minutes. The resulting mixture was partition... Reactants: C1CCCCC1 (cyclohexane), CCCC=S (3-methylthiopropionaldehyde), C1(=CC=C(C=C1)S(=O)(=O)O)C (para-toluenesulfonic acid), C(C(C)O)O (1,2-propanediol). The solvent is O (water). Run at time 8 hour. Product: CC1OC(OC1)CCSC (4-METHYL-2-[2-(METHYLTHIO)ETHYL]-1,3-DIOXOLANE). RXN SMILES: [CH2:1]1[CH2:6][CH2:5]CCC1.C1(C)C=C[C:10]([S:13](O)(=O)=O)=CC=1.[CH2:18]([OH:22])[CH:19]([OH:21])[CH3:20].CCCC=S>O>[CH3:20][CH:19]1[CH2:18][O:22][CH:1]([CH2:6][CH2:5][S:13][CH3:10])[O:21]1. Procedure: Into a 100 ml reaction flask equipped with spin bar, reflux condenser, heating mantle and hot plate with magnetic stirring apparatus is placed 5 ml cyclohexane, 0.2 grams para-toluenesulfonic acid and 3.8 grams (0.05 moles) of 1,2-propanediol. Over a period of 8 hours, 3-methylthiopropionaldehyde is added to the reaction mass. The reaction mass is then heated to reflux and during refluxing water of formation is removed. The refluxing continues for a period of 7 hours. At the end of the 7 hour pe...